Dataset: the Open Reaction Database (ORD), a public repository of structured organic reaction records. Task: describe an organic reaction: reactants, conditions, products, and yield Reactants: NC1=NC2=CC=C(C=C2C=C1)CN1C(CNCC1)=O (1-(2-aminoquinolin-6-ylmethyl)piperazin-2-one), ClC1=CC=C(S1)C=1SC(=CC1)S(=O)(=O)Cl (5′-chloro-[2,2′]bithiophenyl-5-sulfonyl chloride). The product is NC1=NC2=CC=C(C=C2C=C1)CN1C(CN(CC1)S(=O)(=O)C1=CC=C(S1)C=1SC(=CC1)Cl)=O (1-(2-Aminoquinolin-6-ylmethyl)-4-(5′-chloro-[2,2′]bithiophenyl-5-sulfonyl)piperazin-2-one). As a reaction SMILES: [NH2:1][C:2]1[CH:11]=[CH:10][C:9]2[C:4](=[CH:5][CH:6]=[C:7]([CH2:12][N:13]3[CH2:18][CH2:17][NH:16][CH2:15][C:14]3=[O:19])[CH:8]=2)[N:3]=1.[Cl:20][C:21]1[S:25][C:24]([C:26]2[S:27][C:28]([S:31](Cl)(=[O:33])=[O:32])=[CH:29][CH:30]=2)=[CH:23][CH:22]=1>>[NH2:1][C:2]1[CH:11]=[CH:10][C:9]2[C:4](=[CH:5][CH:6]=[C:7]([CH2:12][N:13]3[CH2:18][CH2:17][N:16]([S:31]([C:28]4[S:27][C:26]([C:24]5[S:25][C:21]([Cl:20])=[CH:22][CH:23]=5)=[CH:30][CH:29]=4)(=[O:32])=[O:33])[CH2:15][C:14]3=[O:19])[CH:8]=2)[N:3]=1. Reported procedure: The title compound is prepared as described in Example 101 using 1-(2-aminoquinolin-6-ylmethyl)piperazin-2-one, EXAMPLE 67, and 5′-chloro-[2,2′]bithiophenyl-5-sulfonyl chloride, EXAMPLE 2. The crude product is triturated in CH2Cl2 and filtered to provide the title compound as a white solid. 1H NMR (d6-DMSO, 300 MHz) δ7.82 (d, 1H), 7.68 (d, 1H), 7.42 (m, 3H), 7.36 (d, 1H), 7.25 (d, 1H), 7.20 (d, 1H), 6.70 (d, 1H), 6.43 (bs, 2H), 4.53 (s, 2H), 3.78 (s, 2H), 3.31 (m, 4H). MS (ion spray) m/z 519, 52... The reactants are C(=O)(OC(C)(C)C)N1[C@@H](CCC1)C=O ((S)-N-Boc-2-Formyl-pyrrolidine), CC(C)([O-])C.[K+] (potassium tert-butoxide), C(C)OP(OCC)(=O)C=[N+]=[N-] (diazomethyl-phosphonic-acid-diethylester). Run in hexanes, CCOCC (Et2O). Product: C(=O)(OC(C)(C)C)N1[C@@H](CCC1)C#C ((S)-N-Boc-2-Ethynyl-pyrrolidine). Reaction SMILES: [C:1]([N:8]1[CH2:12][CH2:11][CH2:10][C@H:9]1[CH:13]=O)([O:3][C:4]([CH3:7])([CH3:6])[CH3:5])=[O:2].[CH3:15]C(C)([O-])C.[K+].C(OP(C=[N+]=[N-])(=O)OCC)C>CCOCC>[C:1]([N:8]1[CH2:12][CH2:11][CH2:10][C@H:9]1[C:13]#[CH:15])([O:3][C:4]([CH3:7])([CH3:6])[CH3:5])=[O:2] |f:1.2|. Procedure details: (S)-N-Boc-2-Ethynyl-pyrrolidine was prepared according to Method X above by the treatment of (S)-N-Boc-2-formyl-pyrrolidine (470 mg, 2.36 mmol) (Example 87A above) with potassium tert-butoxide (340 mg, 3.07 mmol) and diazomethyl-phosphonic-acid-diethylester (550 mg, 3.07 mmol) (also prepared according to Method X). The product was obtained after silica gel coloumn chromatography with 10% Et2O in hexanes. (Yield 200 mg, 43%). Starting materials: [Si](C)(C)(C(C)(C)C)OCC=1C=C2C=CC(=CC2=CC1)CCCN(CCC)CCC ([3-(6-t-butyldimethylsilyloxymethylnaphthalen-2-yl)propyl]dipropylamine), CCCC[N+](CCCC)(CCCC)CCCC.[F-].C1CCOC1 (TBAF THF). Reaction conditions: time 8 hour. The product is OCC1=CC2=CC=C(C=C2C=C1)CCCN(CCC)CCC (2-hydroxymethyl-6-(3-dipropylaminopropyl)naphthalene). Isolated yield 50.9%. As a reaction SMILES: [Si]([O:8][CH2:9][C:10]1[CH:11]=[C:12]2[C:17](=[CH:18][CH:19]=1)[CH:16]=[C:15]([CH2:20][CH2:21][CH2:22][N:23]([CH2:27][CH2:28][CH3:29])[CH2:24][CH2:25][CH3:26])[CH:14]=[CH:13]2)(C(C)(C)C)(C)C.CCCC[N+](CCCC)(CCCC)CCCC.[F-].C1COCC1>>[OH:8][CH2:9][C:10]1[CH:19]=[CH:18][C:17]2[C:12](=[CH:13][CH:14]=[C:15]([CH2:20][CH2:21][CH2:22][N:23]([CH2:27][CH2:28][CH3:29])[CH2:24][CH2:25][CH3:26])[CH:16]=2)[CH:11]=1 |f:1.2.3|. Reported procedure: The compound (1.28 g) obtained in Example 121-8 was added with a 1 mol/l TBAF/THF solution (6.20 ml) and stirred overnight at room temperature. After completion of the reaction, the solvent was distilled off. Then, the residue was dissolved in chloroform and added with distilled water, followed by stirring. The solution was extracted with chloroform and the extract was then washed with saturated saline solution. The resulting organic layer was dried with anhydrous sodium sulfate. Subsequently, t... Starting materials: C1(=CC=CC=C1)C#CCN(C1CCN(CC1)CCN1C(C=NC2=CC=C(C=C12)F)=O)CC#CC1=CC=CC=C1 (1-(2-(4-(bis(3-phenyl-2-propyn-1-yl)amino)piperidin-1-yl)ethyl)-7-fluoroquinoxalin-2(1H)-one), Cl.C(C)(=O)OCC (hydrogen chloride ethyl acetate). Solvent: C(Cl)(Cl)Cl (chloroform). Conditions: time 10 minute. Product: Cl.C1(=CC=CC=C1)C#CCN(C1CCN(CC1)CCN1C(C=NC2=CC=C(C=C12)F)=O)CC#CC1=CC=CC=C1 (1-(2-(4-(bis(3-phenyl-2-propyn-1-yl)amino)piperidin-1-yl)ethyl)-7-fluoroquinoxalin-2(1H)-one hydrochloride). As a reaction SMILES: [C:1]1([C:7]#[C:8][CH2:9][N:10]([CH2:31][C:32]#[C:33][C:34]2[CH:39]=[CH:38][CH:37]=[CH:36][CH:35]=2)[CH:11]2[CH2:16][CH2:15][N:14]([CH2:17][CH2:18][N:19]3[C:28]4[C:23](=[CH:24][CH:25]=[C:26]([F:29])[CH:27]=4)[N:22]=[CH:21][C:20]3=[O:30])[CH2:13][CH2:12]2)[CH:6]=[CH:5][CH:4]=[CH:3][CH:2]=1.[ClH:40].C(OCC)(=O)C>C(Cl)(Cl)Cl>[ClH:40].[C:34]1([C:33]#[C:32][CH2:31][N:10]([CH2:9][C:8]#[C:7][C:1]2[CH:6]=[CH:5][CH:4]=[CH:3][CH:2]=2)[CH:11]2[CH2:16][CH2:15][N:14]([CH2:17][CH2:18][N:19]3[C:28]4[C:23](=[CH:24][CH:25]=[C:26]([F:29])[CH:27]=4)[N:22]=[CH:21][C:20]3=[O:30])[CH2:13][CH2:12]2)[CH:39]=[CH:38][CH:37]=[CH:36][CH:35]=1 |f:1.2,4.5|. Procedure details: To 5 mL of a chloroform solution containing 132 mg of 1-(2-(4-(bis(3-phenyl-2-propyn-1-yl)amino)piperidin-1-yl)ethyl)-7-fluoroquinoxalin-2(1H)-one, 0.5 mL of 4 mol/L hydrogen chloride/ethyl acetate was added, and stirred at room temperature for 10 min. The solvent was removed under reduced pressure, ethyl acetate was added, and the resulting solid was filtered to give 141 mg of 1-(2-(4-(bis(3-phenyl-2-propyn-1-yl)amino)piperidin-1-yl)ethyl)-7-fluoroquinoxalin-2(1H)-one hydrochloride as a pale br... Starting materials: ClC1=C(CC=2C(OC3=CC(=CC=C3C2C)O)=O)C(=CC=C1)Cl (3-(2,6-dichloro-benzyl)-7-hydroxy-4-methyl-2H-chromen-2-one), [I-].CN(C(=O)N1C=[N+](C=C1)C)C1=CC=CC=C1 (3-(methyl-phenyl-carbamoyl)-1-methyl-3H-imidazol-1-ium iodide). The product is ClC1=C(CC=2C(OC3=CC(=CC=C3C2C)OC(N(C2=CC=CC=C2)C)=O)=O)C(=CC=C1)Cl (Methyl-phenyl-carbamic acid 3-(2,6-dichloro-benzyl)-4-methyl-2-oxo-2H-chromen-7-yl ester). As a reaction SMILES: [Cl:1][C:2]1[CH:21]=[CH:20][CH:19]=[C:18]([Cl:22])[C:3]=1[CH2:4][C:5]1[C:6](=[O:17])[O:7][C:8]2[C:13]([C:14]=1[CH3:15])=[CH:12][CH:11]=[C:10]([OH:16])[CH:9]=2.[I-].[CH3:24][N:25]([C:34]1[CH:39]=[CH:38][CH:37]=[CH:36][CH:35]=1)[C:26](N1C=C[N+](C)=C1)=[O:27]>>[Cl:1][C:2]1[CH:21]=[CH:20][CH:19]=[C:18]([Cl:22])[C:3]=1[CH2:4][C:5]1[C:6](=[O:17])[O:7][C:8]2[C:13]([C:14]=1[CH3:15])=[CH:12][CH:11]=[C:10]([O:16][C:26](=[O:27])[N:25]([CH3:24])[C:34]1[CH:39]=[CH:38][CH:37]=[CH:36][CH:35]=1)[CH:9]=2 |f:1.2|. Procedure details: The title compound was prepared from 3-(2,6-dichloro-benzyl)-7-hydroxy-4-methyl-2H-chromen-2-one and 3-(methyl-phenyl-carbamoyl)-1-methyl-3H-imidazol-1-ium iodide. HPLC-MS m/z=468 (M+1), Rt: 5.37 min. Reactants: Br, CCOCCn1c(N2CCCNCC2)nc2ccccc21, [Na+], [OH-], O. Yields the product OCCn1c(N2CCCNCC2)nc2ccccc21. As a reaction SMILES: [BrH:22].[CH2:1]([CH3:2])[O:3][CH2:4][CH2:5][n:6]1[c:7]([N:15]2[CH2:16][CH2:17][NH:18][CH2:19][CH2:20][CH2:21]2)[n:8][c:9]2[c:10]1[cH:11][cH:12][cH:13][cH:14]2.[Na+:24].[OH-:23].[OH2:25]>>[OH:3][CH2:4][CH2:5][n:6]1[c:7]([N:15]2[CH2:16][CH2:17][NH:18][CH2:19][CH2:20][CH2:21]2)[n:8][c:9]2[c:10]1[cH:11][cH:12][cH:13][cH:14]2. The reactants are Cl (hydrochloric acid), C1(=CC=CC2=CC=CC=C12)CNS(=O)(=O)C1=C2C=CC=C(C2=CC=C1)NC(C)=O (N-[5-[[[(1-naphthalenyl)methyl]amino]sulfonyl]-1-naphthalenyl]acetamide), C(CC)O (1-propanol). Run in O (water). The product is Cl.NC1=C2C=CC=C(C2=CC=C1)S(=O)(=O)NCC1=CC=CC2=CC=CC=C12 (5-amino-N-[(1-naphthalenyl)methyl]-1-naphthalenesulfonamide hydrochloride), crystal. Yield: 90.8%. RXN SMILES: [C:1]1([CH2:11][NH:12][S:13]([C:16]2[CH:25]=[CH:24][CH:23]=[C:22]3[C:17]=2[CH:18]=[CH:19][CH:20]=[C:21]3[NH:26]C(=O)C)(=[O:15])=[O:14])[C:10]2[C:5](=[CH:6][CH:7]=[CH:8][CH:9]=2)[CH:4]=[CH:3][CH:2]=1.C(O)CC.[ClH:34]>O>[ClH:34].[NH2:26][C:21]1[CH:20]=[CH:19][CH:18]=[C:17]2[C:22]=1[CH:23]=[CH:24][CH:25]=[C:16]2[S:13]([NH:12][CH2:11][C:1]1[C:10]2[C:5](=[CH:6][CH:7]=[CH:8][CH:9]=2)[CH:4]=[CH:3][CH:2]=1)(=[O:15])=[O:14] |f:4.5|. Procedure: N-[5-[[[(1-naphthalenyl)methyl]amino]sulfonyl]-1-naphthalenyl]acetamide (226 mg, 0.56 mmol) was suspended in a mixed solution of 1-propanol (8 ml), concentrated hydrochloric acid (1 ml) and water (1 ml), and the mixture was refluxed for 1 hour. The crystal precipitated by cooling of the reaction mixture to room temperature was filtered and washed with the mixed solvent of 1-propanol/diisopropyl ether under reflux to give the title compound an a white crystal (201 mg, 90.8%).